Dataset: the Open Reaction Database (ORD), a public repository of structured organic reaction records. Task: describe an organic reaction: reactants, conditions, products, and yield The solvent is CS(=O)C (DMSO), CCO (EtOH). Product: C(N)(=O)C=1C=C2CCCN(C2=CC1)C=1C(=NC2=CC=C(C=C2N1)C(=O)O)C1=CC=C(C=C1)F (3-(6-carbamoyl-1,2,3,4-tetrahydroquinolin-1-yl)-2-(4-fluorophenyl)quinoxaline-6-carboxylic acid). As a reaction SMILES: [C:1]([C:3]1[CH:4]=[C:5]2[C:10](=[CH:11][CH:12]=1)[N:9]([C:13]1[C:14]([C:27]3[CH:32]=[CH:31][C:30]([F:33])=[CH:29][CH:28]=3)=[N:15][C:16]3[C:21]([N:22]=1)=[CH:20][C:19]([C:23]([O:25]C)=[O:24])=[CH:18][CH:17]=3)[CH2:8][CH2:7][CH2:6]2)#[N:2].[OH:34]O.[OH-].[Na+]>CS(C)=O.CCO>[C:1]([C:3]1[CH:4]=[C:5]2[C:10](=[CH:11][CH:12]=1)[N:9]([C:13]1[C:14]([C:27]3[CH:32]=[CH:31][C:30]([F:33])=[CH:29][CH:28]=3)=[N:15][C:16]3[C:21]([N:22]=1)=[CH:20][C:19]([C:23]([OH:25])=[O:24])=[CH:18][CH:17]=3)[CH2:8][CH2:7][CH2:6]2)(=[O:34])[NH2:2] |f:2.3|. Reactants: C(#N)C=1C=C2CCCN(C2=CC1)C=1C(=NC2=CC=C(C=C2N1)C(=O)OC)C1=CC=C(C=C1)F (methyl 3-(6-cyano-1,2,3,4-tetrahydroquinolin-1-yl)-2-(4-fluorophenyl)quinoxaline-6-carboxylate), OO (H2O2), [OH-].[Na+] (NaOH). Yield: 87.0%. Run at time 8 hour. Reported procedure: To a solution of methyl 3-(6-cyano-1,2,3,4-tetrahydroquinolin-1-yl)-2-(4-fluorophenyl)quinoxaline-6-carboxylate (150 mg, 0.34 mmol) in DMSO (1.6 mL) and EtOH (6.4 mL) was added H2O2 (1.2 mL, 40%), NaOH (0.4 mL, 1M) with stirring overnight at room temperature. The resulting mixture was concentrated under vacuum, diluted with water (15 mL), adjusted pH to 7 with AcOH. The solids were collected by filtration to give 3-(6-carbamoyl-1,2,3,4-tetrahydroquinolin-1-yl)-2-(4-fluorophenyl)quinoxaline-6-car... Reactants: CCOC(C)=O, CCO, COc1nccnc1CN1CCC(C=Cc2ccccc2F)CC1, [Na+], [Na+], O=C([O-])[O-], O=S(Cl)Cl. The product is O=c1[nH]ccnc1CN1CCC(C=Cc2ccccc2F)CC1. RXN SMILES: [CH3:31][CH2:32][O:33][C:34](=[O:35])[CH3:36].[CH3:37][CH2:38][OH:39].[F:1][c:2]1[c:3]([CH:8]=[CH:9][CH:10]2[CH2:11][CH2:12][N:13]([CH2:16][c:17]3[c:18]([O:23][CH3:24])[n:19][cH:20][cH:21][n:22]3)[CH2:14][CH2:15]2)[cH:4][cH:5][cH:6][cH:7]1.[Na+:25].[Na+:26].[O-:27][C:28](=[O:29])[O-:30].[S:40]([Cl:41])([Cl:42])=[O:43]>>[F:1][c:2]1[c:3]([CH:8]=[CH:9][CH:10]2[CH2:11][CH2:12][N:13]([CH2:16][c:17]3[c:18](=[O:23])[nH:19][cH:20][cH:21][n:22]3)[CH2:14][CH2:15]2)[cH:4][cH:5][cH:6][cH:7]1. Reactants: C(C1=CC=CC=C1)OC(=O)N[C@H](C(=O)NOC(C)(C)C)CS(=O)(=O)C1=CC=C(C=C1)OC1=CC=CC=C1 ((R)-2-(benzyloxycarbonylamino)-N-tert-butoxy-3-(4-phenoxyphenylsulfonyl)-propionamide). The reagents and catalysts are [Pd] (palladium on carbon). Run in C(C)O (ethanol). Yields the product N[C@H](C(=O)NOC(C)(C)C)CS(=O)(=O)C1=CC=C(C=C1)OC1=CC=CC=C1 ((R)-2-amino-N-tert-butoxy-3-(4-phenoxyphenylsulfonyl)-propionamide). As a reaction SMILES: C(OC([NH:11][C@@H:12]([CH2:21][S:22]([C:25]1[CH:30]=[CH:29][C:28]([O:31][C:32]2[CH:37]=[CH:36][CH:35]=[CH:34][CH:33]=2)=[CH:27][CH:26]=1)(=[O:24])=[O:23])[C:13]([NH:15][O:16][C:17]([CH3:20])([CH3:19])[CH3:18])=[O:14])=O)C1C=CC=CC=1>C(O)C.[Pd]>[NH2:11][C@@H:12]([CH2:21][S:22]([C:25]1[CH:26]=[CH:27][C:28]([O:31][C:32]2[CH:37]=[CH:36][CH:35]=[CH:34][CH:33]=2)=[CH:29][CH:30]=1)(=[O:23])=[O:24])[C:13]([NH:15][O:16][C:17]([CH3:18])([CH3:19])[CH3:20])=[O:14]. Reported procedure: (R)-2-(benzyloxycarbonylamino)-N-tert-butoxy-3-(4-phenoxyphenylsulfonyl)-propionamide (6.0 g) obtained from Example 17 was dissolved in ethanol (100 ml) and hydrogenated at 1 atmosphere in the presence of 10% palladium on carbon (6 g) for a period of 18 hours. The catalyst was filtered off and the solvent removed from the filtrate under reduced pressure to give (R)-2-amino-N-tert-butoxy-3-(4-phenoxyphenylsulfonyl)-propionamide as a glass. The reactants are Brc1cccnc1, COCCOC, CCO, C#CCN(C)C, [Cu]I, [Na+], [Na+], O=C([O-])[O-], c1ccc(P(c2ccccc2)(c2ccccc2)[Pd](P(c2ccccc2)(c2ccccc2)c2ccccc2)(P(c2ccccc2)(c2ccccc2)c2ccccc2)P(c2ccccc2)(c2ccccc2)c2ccccc2)cc1. The product is CN(C)CC#Cc1cccnc1. As a reaction SMILES: [Br:13][c:14]1[cH:15][n:16][cH:17][cH:18][cH:19]1.[CH2:20]([CH2:21][O:22][CH3:23])[O:24][CH3:25].[CH2:26]([OH:27])[CH3:28].[CH3:1][N:2]([CH3:3])[CH2:4][C:5]#[CH:6].[Cu:106][I:107].[Na+:7].[Na+:8].[O-:9][C:10](=[O:11])[O-:12].[cH:29]1[cH:30][cH:31][c:32]([P:33]([Pd:34]([P:35]([c:36]2[cH:37][cH:38][cH:39][cH:40][cH:41]2)([c:42]2[cH:43][cH:44][cH:45][cH:46][cH:47]2)[c:48]2[cH:49][cH:50][cH:51][cH:52][cH:53]2)([P:54]([c:55]2[cH:56][cH:57][cH:58][cH:59][cH:60]2)([c:61]2[cH:62][cH:63][cH:64][cH:65][cH:66]2)[c:67]2[cH:68][cH:69][cH:70][cH:71][cH:72]2)[P:73]([c:74]2[cH:75][cH:76][cH:77][cH:78][cH:79]2)([c:80]2[cH:81][cH:82][cH:83][cH:84][cH:85]2)[c:86]2[cH:87][cH:88][cH:89][cH:90][cH:91]2)([c:92]2[cH:93][cH:94][cH:95][cH:96][cH:97]2)[c:98]2[cH:99][cH:100][cH:101][cH:102][cH:103]2)[cH:104][cH:105]1>>[CH3:1][N:2]([CH3:3])[CH2:4][C:5]#[C:6][c:14]1[cH:15][n:16][cH:17][cH:18][cH:19]1. Starting materials: ClC1=C(C=C2C(C(=CN(C2=C1)CCO)C(=O)O)=O)F (7-chloro-6-fluoro-1-(2-hydroxyethyl)-4-oxo-1,4-dihydro-quinoline-3-carboxylic acid), CN1CCNCC1 (1-methyl piperazine). Run in N1=CC=CC=C1 (pyridine). The product is FC=1C=C2C(C(=CN(C2=CC1N1CCN(CC1)C)CCO)C(=O)O)=O (6-fluoro-1-(2-hydroxyethyl)-7-(4-methyl-piperazinyl)-4-oxo-1,4-dihydroquinoline-3-carboxylic acid). Isolated yield 70.1%. Reaction SMILES: Cl[C:2]1[CH:11]=[C:10]2[C:5]([C:6](=[O:18])[C:7]([C:15]([OH:17])=[O:16])=[CH:8][N:9]2[CH2:12][CH2:13][OH:14])=[CH:4][C:3]=1[F:19].[CH3:20][N:21]1[CH2:26][CH2:25][NH:24][CH2:23][CH2:22]1>N1C=CC=CC=1>[F:19][C:3]1[CH:4]=[C:5]2[C:10](=[CH:11][C:2]=1[N:24]1[CH2:25][CH2:26][N:21]([CH3:20])[CH2:22][CH2:23]1)[N:9]([CH2:12][CH2:13][OH:14])[CH:8]=[C:7]([C:15]([OH:17])=[O:16])[C:6]2=[O:18]. Reported procedure: 28 g of 7-chloro-6-fluoro-1-(2-hydroxyethyl)-4-oxo-1,4-dihydro-quinoline-3-carboxylic acid, 40 g of 1-methyl piperazine and 200 cm3 of pyridine were heated for 18 hours under reflux. The solvent was removed by distillation under reduced pressure. The residue was taken up in 100 cm3 of water, the mixture was agitated and adjusted to pH 6.8 by the addition of acetic acid. The solid was filtered off, washed with water and recrystallised from DMF. 24 g of 6-fluoro-1-(2-hydroxyethyl)-7-(4-methyl-pipe... The reactants are C=1C=C[NH+]=CC1.[O-][Cr](=O)(=O)Cl (PCC), OCC1(OCCCC1)C(=O)OCC (ethyl 2-(hydroxymethyl)tetrahydro-2H-pyran-2-carboxylate). Run in C(Cl)Cl (DCM). Run at time 5 hour. Yields the product C(=O)C1(OCCCC1)C(=O)OCC (ethyl 2-formyltetrahydro-2H-pyran-2-carboxylate). Reaction SMILES: C1C=C[NH+]=CC=1.[O-][Cr](Cl)(=O)=O.[OH:12][CH2:13][C:14]1([C:20]([O:22][CH2:23][CH3:24])=[O:21])[CH2:19][CH2:18][CH2:17][CH2:16][O:15]1>C(Cl)Cl>[CH:13]([C:14]1([C:20]([O:22][CH2:23][CH3:24])=[O:21])[CH2:19][CH2:18][CH2:17][CH2:16][O:15]1)=[O:12] |f:0.1|. Procedure: Neat PCC was added to a stirred suspension of powdered 4 Å molecular sieve (˜0.5 g) in a solution of ethyl 2-(hydroxymethyl)tetrahydro-2H-pyran-2-carboxylate (165 mg, 0.877 mmol) in DCM (6 mL) and the mixture was stirred at rt 5 h. The suspension was filtered through a plug of silica gel and eluted with (0-2% EtOAc in DCM) afford ethyl 2-formyltetrahydro-2H-pyran-2-carboxylate. 1H NMR (400 MHz, CHLOROFORM-d) δ ppm 9.53 (s, 1H), 4.35-4.20 (m, 2H), 3.97-3.77 (m, 2H), 2.23-2.12 (m, 1H), 1.90-1.77 (...